Dataset: the Open Reaction Database (ORD), a public repository of structured organic reaction records. Task: describe an organic reaction: reactants, conditions, products, and yield Reactants: FC1=CC=C(C=C1)C1=C(N=C(N1)C1=CC=C(C=C1)O)C(=O)NC=1SC=CN1 (5-(4-Fluorophenyl)-2-(4-hydroxyphenyl)-N-(2-thiazolyl)-imidazole-4-carboxamide), CN(CCCO)C (3-dimethylaminopropanol), C1(=CC=CC=C1)P(C1=CC=CC=C1)C1=CC=CC=C1 (triphenyl-phosphine), N(=NC(=O)OCC)C(=O)OCC (diethyl azodicarboxylate). Product: FC1=CC=C(C=C1)C1=C(N=C(N1)C1=CC=C(C=C1)OCCCN(C)C)C(=O)NC=1SC=CN1 (5-(4-fluorophenyl)-2-(4-(3-dimethylaminopropyloxy)phenyl)-N-(2-thiazolyl)imidazole-4-carboxamide). Reaction SMILES: [F:1][C:2]1[CH:7]=[CH:6][C:5]([C:8]2[NH:12][C:11]([C:13]3[CH:18]=[CH:17][C:16]([OH:19])=[CH:15][CH:14]=3)=[N:10][C:9]=2[C:20]([NH:22][C:23]2[S:24][CH:25]=[CH:26][N:27]=2)=[O:21])=[CH:4][CH:3]=1.[CH3:28][N:29]([CH3:34])[CH2:30][CH2:31][CH2:32]O.C1(P(C2C=CC=CC=2)C2C=CC=CC=2)C=CC=CC=1.N(C(OCC)=O)=NC(OCC)=O>>[F:1][C:2]1[CH:7]=[CH:6][C:5]([C:8]2[NH:12][C:11]([C:13]3[CH:18]=[CH:17][C:16]([O:19][CH2:32][CH2:31][CH2:30][N:29]([CH3:34])[CH3:28])=[CH:15][CH:14]=3)=[N:10][C:9]=2[C:20]([NH:22][C:23]2[S:24][CH:25]=[CH:26][N:27]=2)=[O:21])=[CH:4][CH:3]=1. Reported procedure: 5-(4-Fluorophenyl)-2-(4-hydroxyphenyl)-N-(2-thiazolyl)-imidazole-4-carboxamide, 3-dimethylaminopropanol, triphenyl-phosphine and diethyl azodicarboxylate are reacted and treated in the same manner as in Example 24 to give 5-(4-fluorophenyl)-2-(4-(3-dimethylaminopropyloxy)phenyl)-N-(2-thiazolyl)imidazole-4-carboxamide. The reactants are OC(C=1C=C(C#N)C=CC1)C1=C(C2=CC=CC=C2C=C1)[N+](=O)[O-] (3-[hydroxy(1-nitronaphthalen-2-yl)methyl]benzonitrile), [Cr](=O)(=O)([O-])O[Cr](=O)(=O)[O-].[NH+]1=CC=CC=C1.[NH+]1=CC=CC=C1 (pyridinium dichromate). Run in ClCCl (dichloromethane). Run at time 18 hour. Product: [N+](=O)([O-])C1=C(C=CC2=CC=CC=C12)C(=O)C=1C=C(C#N)C=CC1 (3-(1-Nitro-2-naphthoyl)benzonitrile). The yield is 86.4%. Reaction SMILES: [OH:1][CH:2]([C:11]1[CH:20]=[CH:19][C:18]2[C:13](=[CH:14][CH:15]=[CH:16][CH:17]=2)[C:12]=1[N+:21]([O-:23])=[O:22])[C:3]1[CH:4]=[C:5]([CH:8]=[CH:9][CH:10]=1)[C:6]#[N:7].[Cr](O[Cr]([O-])(=O)=O)([O-])(=O)=O.[NH+]1C=CC=CC=1.[NH+]1C=CC=CC=1>ClCCl>[N+:21]([C:12]1[C:13]2[C:18](=[CH:17][CH:16]=[CH:15][CH:14]=2)[CH:19]=[CH:20][C:11]=1[C:2]([C:3]1[CH:4]=[C:5]([CH:8]=[CH:9][CH:10]=1)[C:6]#[N:7])=[O:1])([O-:23])=[O:22] |f:1.2.3|. Procedure details: To a solution of 3-[hydroxy(1-nitronaphthalen-2-yl)methyl]benzonitrile (7.37 g, 24.2 mmol) in dichloromethane (70 mL) was added silica gel (30 g) and pyridinium dichromate (13.7 g, 36.3 mmol), and stirred for 18 hours. The reaction mixture was filtered, and the residue was washed with chloroform. The filtrate was concentrated to dryness, and the residue was recrystallized from ethyl acetate, and washed with hexane to give the titled compound as a pale yellow crystal (6.32 g, yield 86%). Starting materials: C(#C)[Mg]Br (ethynylmagnesium bromide), C1(=CC=CC=C1)C(C(=O)OC1CN2CCC1CC2)=O (3-quinuclidyl phenylglyoxylate), [Mg] (magnesium), C(C)Br (ethyl bromide), C#C (acetylene), [Cl-].[NH4+] (ammonium chloride). The solvent is C1CCOC1 (THF), C1CCOC1 (THF), O (water). Run at time 23 hour. The product is C(#C)C(C(=O)OC1CN2CCC1CC2)(O)C2=CC=CC=C2 (3-Quinuclidyl α-Ethynyl-α-phenylglycolate). RXN SMILES: [C:1]1([C:7](=[O:19])[C:8]([O:10][CH:11]2[CH:16]3[CH2:17][CH2:18][N:13]([CH2:14][CH2:15]3)[CH2:12]2)=[O:9])[CH:6]=[CH:5][CH:4]=[CH:3][CH:2]=1.[C:20]([Mg]Br)#[CH:21].[Mg].C(Br)C.C#C.[Cl-].[NH4+]>O.C1COCC1>[C:20]([C:7]([C:1]1[CH:6]=[CH:5][CH:4]=[CH:3][CH:2]=1)([OH:19])[C:8]([O:10][CH:11]1[CH:16]2[CH2:17][CH2:18][N:13]([CH2:14][CH2:15]2)[CH2:12]1)=[O:9])#[CH:21] |f:5.6|. Procedure: The above ester (13.0 g., 0.5 mole) was dissolved in 500 ml. of THF, cooled to 5° in an ice bath and treated, dropwise with a THF solution of ethynylmagnesium bromide prepared by known procedures from magnesium (1.3 g., 0.055 g. atom), ethyl bromide (5.5 g., 0.05 mole) and excess acetylene. The reaction mixture was stirred at room temperature for 23 hours, and then poured onto 100 ml. of cold water containing 20 g. of ammonium chloride. The mixture was extracted with ether and then with chlorofo... Yields the product Cc1c(Cc2ccccc2S(=O)(=O)NCc2ccc(F)cc2)c2cc(F)ccc2n1CC(=O)O. RXN SMILES: [CH3:1][O:2][C:3]([CH2:4][n:5]1[c:6]([CH3:34])[c:7]([CH2:15][c:16]2[c:17]([S:22]([NH:23][CH2:24][c:25]3[cH:26][cH:27][c:28]([F:31])[cH:29][cH:30]3)(=[O:32])=[O:33])[cH:18][cH:19][cH:20][cH:21]2)[c:8]2[cH:9][c:10]([F:14])[cH:11][cH:12][c:13]12)=[O:35].[ClH:38].[Na+:37].[O:39]1[CH2:40][CH2:41][CH2:42][CH2:43]1.[OH-:36]>>[O:2]=[C:3]([CH2:4][n:5]1[c:6]([CH3:34])[c:7]([CH2:15][c:16]2[c:17]([S:22]([NH:23][CH2:24][c:25]3[cH:26][cH:27][c:28]([F:31])[cH:29][cH:30]3)(=[O:32])=[O:33])[cH:18][cH:19][cH:20][cH:21]2)[c:8]2[cH:9][c:10]([F:14])[cH:11][cH:12][c:13]12)[OH:35]. Reactants: COC(=O)Cn1c(C)c(Cc2ccccc2S(=O)(=O)NCc2ccc(F)cc2)c2cc(F)ccc21, Cl, [Na+], C1CCOC1, [OH-]. The reactants are O[C@H]1CN(CC1)C1=NC=C(C=C1C(=O)NCC#C)C(=O)NC1=CC=C(C=C1)OC(F)(F)F ((R)-2-(3-hydroxypyrrolidin-1-yl)-N3-(prop-2-yn-1-yl)-N5-(4-(trifluoromethoxy)phenyl)pyridine-3,5-dicarboxamide), COC1=CC=C(CN)C=C1 (4-methoxybenzylamine). The reagents and catalysts are FC(S(=O)(=O)[O-])(F)F.[Zn+2].FC(S(=O)(=O)[O-])(F)F (zinc trifluoromethanesulphonate). Solvent: C1(=CC=CC=C1)C (toluene). Product: O[C@H]1CN(CC1)C1=NC=C(C(=O)NC2=CC=C(C=C2)OC(F)(F)F)C=C1C=1N(C(=CN1)C)CC1=CC=C(C=C1)OC ((R)-6-(3-Hydroxypyrrolidin-1-yl)-5-(1-(4-methoxybenzyl)-5-methyl-1H-imidazol-2-yl)-N-(4-(trifluoromethoxy)phenyl)nicotinamide). As a reaction SMILES: [OH:1][C@@H:2]1[CH2:6][CH2:5][N:4]([C:7]2[C:12]([C:13]([NH:15][CH2:16][C:17]#[CH:18])=O)=[CH:11][C:10]([C:19]([NH:21][C:22]3[CH:27]=[CH:26][C:25]([O:28][C:29]([F:32])([F:31])[F:30])=[CH:24][CH:23]=3)=[O:20])=[CH:9][N:8]=2)[CH2:3]1.[CH3:33][O:34][C:35]1[CH:42]=[CH:41][C:38]([CH2:39][NH2:40])=[CH:37][CH:36]=1>C1(C)C=CC=CC=1.FC(F)(F)S([O-])(=O)=O.[Zn+2].FC(F)(F)S([O-])(=O)=O>[OH:1][C@@H:2]1[CH2:6][CH2:5][N:4]([C:7]2[C:12]([C:13]3[N:40]([CH2:39][C:38]4[CH:41]=[CH:42][C:35]([O:34][CH3:33])=[CH:36][CH:37]=4)[C:17]([CH3:18])=[CH:16][N:15]=3)=[CH:11][C:10]([C:19]([NH:21][C:22]3[CH:23]=[CH:24][C:25]([O:28][C:29]([F:31])([F:30])[F:32])=[CH:26][CH:27]=3)=[O:20])=[CH:9][N:8]=2)[CH2:3]1 |f:3.4.5|. Procedure: A stirred mixture of (R)-2-(3-hydroxypyrrolidin-1-yl)-N3-(prop-2-yn-1-yl)-N5-(4-(trifluoromethoxy)phenyl)pyridine-3,5-dicarboxamide (Stage 72.2, 0.50 g, 1.115 mmol) and 4-methoxybenzylamine (0.175 mL, 1.338 mmol) in toluene (30 mL) was treated with zinc trifluoromethanesulphonate (61 mg, 0.17 mmol) and heated under reflux for 41 h. The solvent was evaporated off under reduced pressure and the crude product was purified by flash chromatography (RediSep® Silica gel column, EtOAc 100%) to afford th... Starting materials: C([C@H](O)C)(=O)OC (methyl (R)-lactate), N1CCOCC1 (morpholine). Run in C(C)(=O)OCC (ethyl acetate), ˜ethyl acetate. Reaction conditions: temperature 85 celsius. Yields the product O[C@@H](C(=O)N1CCOCC1)C (4-[(R)-2-hydroxypropionyl]morpholine). The yield is 87.0%. Reaction SMILES: [C:1]([O:6]C)(=O)[C@@H:2]([CH3:4])[OH:3].[NH:8]1[CH2:13][CH2:12][O:11][CH2:10][CH2:9]1>C(OCC)(=O)C>[OH:3][C@H:2]([CH3:4])[C:1]([N:8]1[CH2:13][CH2:12][O:11][CH2:10][CH2:9]1)=[O:6]. Reported procedure: A mixture of methyl (R)-lactate (175 g) and morpholine (440 ml, 3 eq) was heated at 85° C. for 40 h. The mixture was evaporated under reduced pressure. Purification of the residue by silica gel chromatography (using n-hexane:ethyl acetate=1:1 ˜ethyl acetate as an eluent) gave 4-[(R)-2-hydroxypropionyl]morpholine (232.4 g, 87% yield) as a pale yellow oil. The reactants are O=C([O-])[O-], C1CCOC1, [Li]CCCC, CO, Clc1ncc(Br)cn1, N#CC1=C(C#N)C(=O)C(Cl)=C(Cl)C1=O, [K+], [K+], c1ccsc1. Product: Clc1ncc(Br)c(-c2cccs2)n1. RXN SMILES: [C:33](=[O:34])([O-:35])[O-:36].[CH2:39]1[O:40][CH2:41][CH2:42][CH2:43]1.[CH2:6]([Li:7])[CH2:8][CH2:9][CH3:10].[CH3:44][OH:45].[Cl:11][c:12]1[n:13][cH:14][c:15]([Br:18])[cH:16][n:17]1.[Cl:19][C:20]1=[C:31]([Cl:32])[C:29](=[O:30])[C:26]([C:27]#[N:28])=[C:23]([C:24]#[N:25])[C:21]1=[O:22].[K+:37].[K+:38].[cH:1]1[cH:2][cH:3][s:4][cH:5]1>>[cH:1]1[cH:2][c:3](-[c:14]2[n:13][c:12]([Cl:11])[n:17][cH:16][c:15]2[Br:18])[s:4][cH:5]1. Reactants: COC(CNC1=NC2=C(CC[C@H]1NC(OCC1=CC=CC=C1)=O)C=CC=C2)OC (benzyl N-[(3R)-2-(2,2-dimethoxyethylamino)-4,5-dihydro-3H-1-benzazepin-3-yl]carbamate). Solvent: C(=O)O (formic acid). Run at temperature 100 celsius. The product is C1=CN=C2N1C1=C(CC[C@H]2NC(OCC2=CC=CC=C2)=O)C=CC=C1 (Benzyl N-[(4R)-5,6-dihydro-4H-imidazo[1,2-a][1]benzazepin-4-yl]carbamate). Isolated yield 84.7%. Reaction SMILES: CO[CH:3](OC)[CH2:4][NH:5][C:6]1[C@H:12]([NH:13][C:14](=[O:23])[O:15][CH2:16][C:17]2[CH:22]=[CH:21][CH:20]=[CH:19][CH:18]=2)[CH2:11][CH2:10][C:9]2[CH:24]=[CH:25][CH:26]=[CH:27][C:8]=2[N:7]=1>C(O)=O>[CH:3]1[N:7]2[C:8]3[CH:27]=[CH:26][CH:25]=[CH:24][C:9]=3[CH2:10][CH2:11][C@@H:12]([NH:13][C:14](=[O:23])[O:15][CH2:16][C:17]3[CH:22]=[CH:21][CH:20]=[CH:19][CH:18]=3)[C:6]2=[N:5][CH:4]=1. Reported procedure: Dissolve benzyl N-[(3R)-2-(2,2-dimethoxyethylamino)-4,5-dihydro-3H-1-benzazepin-3-yl]carbamate (9.78 g, 24.61 mmol) in formic acid (60 mL, 96%) and heat at 100° C. for 1.5 hours. Allow the mixture to cool and remove the black sediment by filtering it through a glass wool plug. Concentrate the filtrate under reduced pressure, pour it into water, and basify it with 1M NaOH. Add ethyl acetate to the resulting precipitate and separate the organic layer. Extract the aqueous layer with ethyl acetate. ... Run in CS(=O)C (DMSO). Starting materials: O (water), [H-].[Na+] (NaH), Cl.NC(=N)N (guanidine hydrochloride), ClC1=NC=C(C2=CC=C(C=C12)S(=O)(=O)C1=CC=CC=C1)Cl (1,4-Dichloro-7-(phenylsulfonyl)isoquinoline). The yield is 76.3%. Reaction SMILES: [H-].[Na+].Cl.[NH2:4][C:5]([NH2:7])=[NH:6].Cl[C:9]1[C:18]2[C:13](=[CH:14][CH:15]=[C:16]([S:19]([C:22]3[CH:27]=[CH:26][CH:25]=[CH:24][CH:23]=3)(=[O:21])=[O:20])[CH:17]=2)[C:12]([Cl:28])=[CH:11][N:10]=1.O>CS(C)=O>[Cl:28][C:12]1[C:13]2[C:18](=[CH:17][C:16]([S:19]([C:22]3[CH:27]=[CH:26][CH:25]=[CH:24][CH:23]=3)(=[O:20])=[O:21])=[CH:15][CH:14]=2)[C:9]([NH:6][C:5]([NH2:7])=[NH:4])=[N:10][CH:11]=1 |f:0.1,2.3|. Reaction conditions: temperature 50 celsius, time 0.5 hour. Yields the product ClC1=CN=C(C2=CC(=CC=C12)S(=O)(=O)C1=CC=CC=C1)NC(=N)N (4-chloro-1-guanidino-7-(phenylsulphonyl)isoquinoline). Reported procedure: NaH (18 mg, 80% dispersion by wt in mineral oil, 0.60 mmol) was added in one portion to a solution of guanidine hydrochloride (90 mg, 0.94 mmol) in DMSO (2 mL) and the mixture was heated at 50° C. under N2 for 30 min. 1,4-Dichloro-7-(phenylsulfonyl)isoquinoline (80 mg, 0.236 mmol) was added and the mixture heated at 50-60 C. for 0.5 h. The cooled mixture was poured into water (30 mL) and extracted with EtOAc (3×20 mL). The combined organic extracts were washed with brine, dried (Na2SO4) and evap...